This data is from the Open Reaction Database (ORD), a public repository of structured organic reaction records. The task is: describe an organic reaction: reactants, conditions, products, and yield Yields the product C1=C(C=CC2=CC=CC=C12)\C(=C/C(=O)O)\C1=CC=CC=C1 ((Z)-3-(2-Naphthyl)-3-phenylacrylic acid). The yield is 91.7%. The reactants are [OH-].[Na+] (sodium hydroxide), C1=C(C=CC2=CC=CC=C12)\C(=C/C(=O)OCC)\C1=CC=CC=C1 (ethyl (Z)-3-(2-naphthyl)-3-phenylacrylate), Cl (hydrochloric acid), O (water). As a reaction SMILES: [OH-].[Na+].[CH:3]1[C:12]2[C:7](=[CH:8][CH:9]=[CH:10][CH:11]=2)[CH:6]=[CH:5][C:4]=1/[C:13](/[C:20]1[CH:25]=[CH:24][CH:23]=[CH:22][CH:21]=1)=[CH:14]\[C:15]([O:17]CC)=[O:16].O.Cl>C(O)C.O1CCCC1>[CH:3]1[C:12]2[C:7](=[CH:8][CH:9]=[CH:10][CH:11]=2)[CH:6]=[CH:5][C:4]=1/[C:13](/[C:20]1[CH:25]=[CH:24][CH:23]=[CH:22][CH:21]=1)=[CH:14]\[C:15]([OH:17])=[O:16] |f:0.1|. Reported procedure: 24 ml of a 10% w/v aqueous solution of sodium hydroxide were added to a solution of 2.411 g of ethyl (Z)-3-(2-naphthyl)-3-phenylacrylate (prepared as described in Preparation 112) in 48 ml of ethanol and 24 ml of tetrahydrofuran. The mixture was stirred for 15 hours at room temperature and then poured into water. The pH of the resulting mixture was adjusted to a value of 2 by the addition of concentrated hydrochloric acid, and the mixture was then extracted twice with methylene chloride. The com... The solvent is C(C)O (ethanol), O1CCCC1 (tetrahydrofuran). Reaction conditions: time 15 hour. Reactants: ClC(=O)OCC1C2=CC=CC=C2C=2C=CC=CC12 (9-Fluorenylmethyl chloroformate), OCC1CN(CC(N1)C1=CC(=C(C(=C1)F)F)F)C(=O)OC (methyl 3-hydroxymethyl-5-(3,4,5-trifluorophenyl)piperazine-1-carboxylate). Run in C(Cl)Cl (methylene chloride), O.C([O-])(O)=O.[Na+] (sodium bicarbonate water). Reaction conditions: time 14 hour. Yields the product COC(=O)N1CC(N(C(C1)C1=CC(=C(C(=C1)F)F)F)C(=O)OCC1C2=CC=CC=C2C=2C=CC=CC12)CO (2-hydroxymethyl-6-(3,4,5-trifluorophenyl)piperazine-1,4-dicarboxylic acid 1-(9H-fluoren-9-ylmethyl) ester 4-methyl ester). Isolated yield 61.1%. Reaction SMILES: Cl[C:2]([O:4][CH2:5][CH:6]1[C:18]2[CH:17]=[CH:16][CH:15]=[CH:14][C:13]=2[C:12]2[C:7]1=[CH:8][CH:9]=[CH:10][CH:11]=2)=[O:3].[OH:19][CH2:20][CH:21]1[NH:26][CH:25]([C:27]2[CH:32]=[C:31]([F:33])[C:30]([F:34])=[C:29]([F:35])[CH:28]=2)[CH2:24][N:23]([C:36]([O:38][CH3:39])=[O:37])[CH2:22]1>C(Cl)Cl.O.C(=O)(O)[O-].[Na+]>[CH3:39][O:38][C:36]([N:23]1[CH2:24][CH:25]([C:27]2[CH:28]=[C:29]([F:35])[C:30]([F:34])=[C:31]([F:33])[CH:32]=2)[N:26]([C:2]([O:4][CH2:5][CH:6]2[C:18]3[CH:17]=[CH:16][CH:15]=[CH:14][C:13]=3[C:12]3[C:7]2=[CH:8][CH:9]=[CH:10][CH:11]=3)=[O:3])[CH:21]([CH2:20][OH:19])[CH2:22]1)=[O:37] |f:3.4.5|. Procedure details: 9-Fluorenylmethyl chloroformate (958 mg) was added to a mixed solution of methyl 3-hydroxymethyl-5-(3,4,5-trifluorophenyl)piperazine-1-carboxylate (867 mg) in methylene chloride (20 mL) and saturated sodium bicarbonate water (20 mL), and the reaction solution was stirred at room temperature for 14 hours. The organic layer was separated from the reaction solution. The resulting organic layer was dried over anhydrous magnesium sulfate and then concentrated under reduced pressure. The residue was p...